This data is from the Open Reaction Database (ORD), a public repository of structured organic reaction records. The task is: describe an organic reaction: reactants, conditions, products, and yield Starting materials: COc1cc2c(Cl)ncnc2cc1OCCn1ccnc1, [H-], [Na+], O=C1Cc2cc(S(=O)(=O)NCCN3CCOCC3)ccc2N1, CN(C)C=O. The product is Cl, COc1cc2c(C3C(=O)Nc4ccc(S(=O)(=O)NCCN5CCOCC5)cc43)ncnc2cc1OCCn1ccnc1. Reaction SMILES: [Cl:25][c:26]1[n:27][cH:28][n:29][c:30]2[cH:31][c:32]([O:38][CH2:39][CH2:40][n:41]3[cH:42][n:43][cH:44][cH:45]3)[c:33]([O:36][CH3:37])[cH:34][c:35]12.[H-:23].[Na+:24].[O:1]1[CH2:2][CH2:3][N:4]([CH2:7][CH2:8][NH:9][S:10](=[O:11])(=[O:12])[c:13]2[cH:14][c:15]3[c:19]([cH:20][cH:21]2)[NH:18][C:17](=[O:22])[CH2:16]3)[CH2:5][CH2:6]1.[O:46]=[CH:47][N:48]([CH3:49])[CH3:50]>>[ClH:25].[O:1]1[CH2:2][CH2:3][N:4]([CH2:7][CH2:8][NH:9][S:10](=[O:11])(=[O:12])[c:13]2[cH:14][c:15]3[c:19]([cH:20][cH:21]2)[NH:18][C:17](=[O:22])[CH:16]3[c:26]2[n:27][cH:28][n:29][c:30]3[cH:31][c:32]([O:38][CH2:39][CH2:40][n:41]4[cH:42][n:43][cH:44][cH:45]4)[c:33]([O:36][CH3:37])[cH:34][c:35]23)[CH2:5][CH2:6]1.